Dataset: the Open Reaction Database (ORD), a public repository of structured organic reaction records. Task: describe an organic reaction: reactants, conditions, products, and yield Starting materials: Cl.C(#N)C1=CC=C(CN2C=NC=C2CCNC(=O)[C@H]2NCC3=CC=CC=C3C2)C=C1 (1,2,3,4-Tetrahydro-isoquinoline-3(S)-carboxylic acid {2-[3-(4-cyanobenzyl)-3H-imidazol-4-yl]-ethyl}-amide hydrochloride), ON1N=NC2=C1C=CC=C2 (l-hydroxybenzotriazole), C(CCl)Cl (EDC), CC1=C(C(=O)O)C=CC=C1C (2,3-dimethylbenzoic acid), CN1CCOCC1 (N-methylmorpholine). Run in CN(C)C=O (DMF). Run at time 18 hour. Product: C(#N)C1=CC=C(CN2C=NC=C2CCNC(=O)[C@H]2N(CC3=CC=CC=C3C2)C(C2=C(C(=CC=C2)C)C)=O)C=C1 (2-(2,3-Dimethylbenzoyl)-1,2,3,4-tetrahydro-isoquinoline-3(S)-carboxylic acid {2-[3-(4-cyanobenzyl)-3H-imidazol-4-yl]-ethyl}-amide). Reaction SMILES: Cl.[C:2]([C:4]1[CH:30]=[CH:29][C:7]([CH2:8][N:9]2[C:13]([CH2:14][CH2:15][NH:16][C:17]([C@@H:19]3[CH2:28][C:27]4[C:22](=[CH:23][CH:24]=[CH:25][CH:26]=4)[CH2:21][NH:20]3)=[O:18])=[CH:12][N:11]=[CH:10]2)=[CH:6][CH:5]=1)#[N:3].ON1C2C=CC=CC=2N=N1.C(Cl)CCl.[CH3:45][C:46]1[C:54]([CH3:55])=[CH:53][CH:52]=[CH:51][C:47]=1[C:48](O)=[O:49].CN1CCOCC1>CN(C=O)C>[C:2]([C:4]1[CH:5]=[CH:6][C:7]([CH2:8][N:9]2[C:13]([CH2:14][CH2:15][NH:16][C:17]([C@@H:19]3[CH2:28][C:27]4[C:22](=[CH:23][CH:24]=[CH:25][CH:26]=4)[CH2:21][N:20]3[C:48](=[O:49])[C:47]3[CH:51]=[CH:52][CH:53]=[C:54]([CH3:55])[C:46]=3[CH3:45])=[O:18])=[CH:12][N:11]=[CH:10]2)=[CH:29][CH:30]=1)#[N:3] |f:0.1|. Procedure: To a solution of 1,2,3,4-Tetrahydro-isoquinoline-3(S)-carboxylic acid {2-[3-(4-cyanobenzyl)-3H-imidazol-4-yl]-ethyl}-amide hydrochloride (Example 1, Step C) (0.23 g, 0.52 mmol) in DMF (5 mL) was added l-hydroxybenzotriazole (0.079 g, 0.52 mmol), EDC (0.099 g, 0.52 mmol), 2,3-dimethylbenzoic acid (0.077 g, 0.52 mmol) and N-methylmorpholine (0.23 mL, 2.08 mmol). After stiffing for 18 hr. the mixture was evaporated in vacuo and the residue was partitioned betweem EtOAc (50 mL) and saturated NaHCO3 ... The reactants are COCC(CC=O)N1CCN(c2cccc(C(F)(F)F)c2)CCC1=O, CC1CNCC(O)C1, Cl. Product: COCC(CCN1CC(C)CC(O)C1)N1CCN(c2cccc(C(F)(F)F)c2)CCC1=O. As a reaction SMILES: [CH3:1][O:2][CH2:3][CH:4]([CH2:5][CH:6]=[O:7])[N:8]1[CH2:9][CH2:10][N:11]([c:16]2[cH:17][c:18]([C:22]([F:23])([F:24])[F:25])[cH:19][cH:20][cH:21]2)[CH2:12][CH2:13][C:14]1=[O:15].[CH3:27][CH:28]1[CH2:29][CH:30]([OH:34])[CH2:31][NH:32][CH2:33]1.[ClH:26]>>[CH3:1][O:2][CH2:3][CH:4]([CH2:5][CH2:6][N:32]1[CH2:31][CH:30]([OH:34])[CH2:29][CH:28]([CH3:27])[CH2:33]1)[N:8]1[CH2:9][CH2:10][N:11]([c:16]2[cH:17][c:18]([C:22]([F:23])([F:24])[F:25])[cH:19][cH:20][cH:21]2)[CH2:12][CH2:13][C:14]1=[O:15]. Starting materials: C(C)OC(CN1C(C2=CC=CC=3C2=C(C1=S)C=CC3)=O)=O (1-oxo-3-thioxo-1H-benz[de]isoquinoline-2(3H)-acetic acid ethyl ester), [OH-].[Na+] (sodium hydroxide). Solvent: CO (methanol). Run at temperature 20 celsius, time 18 hour. Yields the product O=C1N(C(C2=C3C(C=CC=C13)=CC=C2)=S)CC(=O)O (1-Oxo-3-thioxo-1H-benz[de]isoquinoline-2(3H)-acetic Acid). Isolated yield 72.1%. Reaction SMILES: C([O:3][C:4](=[O:21])[CH2:5][N:6]1[C:15](=[S:16])[C:14]2[CH:17]=[CH:18][CH:19]=[C:12]3[C:13]=2[C:8](=[CH:9][CH:10]=[CH:11]3)[C:7]1=[O:20])C.[OH-].[Na+]>CO>[O:20]=[C:7]1[C:8]2[C:13]3[C:12](=[CH:19][CH:18]=[CH:17][C:14]=3[C:15](=[S:16])[N:6]1[CH2:5][C:4]([OH:21])=[O:3])[CH:11]=[CH:10][CH:9]=2 |f:1.2|. Procedure: A suspension of 1-oxo-3-thioxo-1H-benz[de]isoquinoline-2(3H)-acetic acid ethyl ester (34.35 g, 0.115 mole, described in Example 6) in methanol (200 ml) and aqueous 4 N sodium hydroxide (43 ml, 0.1721 mole) was stirred at 20° C. for 18 hr. The solvent was removed and the residue suspended in water (1 liter). The aqueous suspension was extracted with ethyl acetate (2×1 liter) to remove unreacted ethyl ester. The aqueous phase was rendered acidic with 2 N hydrochloric acid. The resulting precipitat... Starting materials: FC1=CC=C(C=C1)C1=C2C(=NC(=C1C1=CC=NC=C1)C1=CC=C(C=C1)F)NN=C2 (4,6-Bis(4-fluorophenyl)-5-(4-pyridyl)-1H-pyrazolo[3,4-b]pyridine), ClCC1=CC=C(C=C1)SC (1-chloromethyl-4-(methylsulfanyl)benzene), [OH-].[K+] (KOH). Run in CN(C)C=O (DMF), CN(C)C=O (DMF). Conditions: temperature 60 celsius. The product is FC1=CC=C(C=C1)C=1C=2C(N=C(C1C1=CC=NC=C1)C1=CC=C(C=C1)F)=NN(C2)CC2=CC=C(C=C2)SC (4,6-bis(4-fluorophenyl)-2-(4-methylsulfanylbenzyl)-5-(4-pyridyl)pyrazolo[3,4-b]pyridine), FC1=CC=C(C=C1)C1=C2C(=NC(=C1C1=CC=NC=C1)C1=CC=C(C=C1)F)N(N=C2)CC2=CC=C(C=C2)SC (4,6-bis(4-fluorophenyl)-1-(4-methylsulfanylbenzyl)-5-(4-pyridyl)pyrazolo[3,4-b]pyridine). The yield is 47.0%. Reaction SMILES: [F:1][C:2]1[CH:7]=[CH:6][C:5]([C:8]2[C:13]([C:14]3[CH:19]=[CH:18][N:17]=[CH:16][CH:15]=3)=[C:12]([C:20]3[CH:25]=[CH:24][C:23]([F:26])=[CH:22][CH:21]=3)[N:11]=[C:10]3[NH:27][N:28]=[CH:29][C:9]=23)=[CH:4][CH:3]=1.[OH-].[K+].Cl[CH2:33][C:34]1[CH:39]=[CH:38][C:37]([S:40][CH3:41])=[CH:36][CH:35]=1>CN(C=O)C>[F:1][C:2]1[CH:7]=[CH:6][C:5]([C:8]2[C:9]3[C:10](=[N:27][N:28]([CH2:33][C:34]4[CH:39]=[CH:38][C:37]([S:40][CH3:41])=[CH:36][CH:35]=4)[CH:29]=3)[N:11]=[C:12]([C:20]3[CH:25]=[CH:24][C:23]([F:26])=[CH:22][CH:21]=3)[C:13]=2[C:14]2[CH:15]=[CH:16][N:17]=[CH:18][CH:19]=2)=[CH:4][CH:3]=1.[F:1][C:2]1[CH:7]=[CH:6][C:5]([C:8]2[C:13]([C:14]3[CH:15]=[CH:16][N:17]=[CH:18][CH:19]=3)=[C:12]([C:20]3[CH:25]=[CH:24][C:23]([F:26])=[CH:22][CH:21]=3)[N:11]=[C:10]3[N:27]([CH2:33][C:34]4[CH:39]=[CH:38][C:37]([S:40][CH3:41])=[CH:36][CH:35]=4)[N:28]=[CH:29][C:9]=23)=[CH:4][CH:3]=1 |f:1.2|. Procedure details: In a volumetric flask, 4,6-bis(4-fluorophenyl)-5-(4-pyridyl)-1H-pyrazolo[3,4-b]pyridine (0.30 g, 78.0 mmol, obtained in example 1) and DMF (3.5 mL) were introduced under argon atmosphere. KOH (0.06 g, 1.1 mmol) was added followed by a solution of 1-chloromethyl-4-(methylsulfanyl)benzene (0.15 g, 0.9 mmol, obtained in section a) in DMF (0.4 mL). This was heated to 60° C. overnight. It was allowed to cool and concentrated. The residue was dissolved in a mixture of water and EtOAc. The two phases w... The reactants are O=C([O-])[O-], COCC(C)NC(=O)c1cc(I)cc(-c2ccc(C)cc2)c1, [Cs+], [Cs+], [Cu]I, CN(C)C=O, c1cnc2c(c1)ccc1cccnc12, c1cn[nH]c1. Product: COCC(C)NC(=O)c1cc(-c2ccc(C)cc2)cc(-n2cccn2)c1. RXN SMILES: [C:42](=[O:43])([O-:44])[O-:45].[CH3:1][O:2][CH2:3][CH:4]([CH3:5])[NH:6][C:7](=[O:8])[c:9]1[cH:10][c:11](-[c:16]2[cH:17][cH:18][c:19]([CH3:22])[cH:20][cH:21]2)[cH:12][c:13]([I:15])[cH:14]1.[Cs+:46].[Cs+:47].[Cu:53][I:54].[O:48]=[CH:49][N:50]([CH3:51])[CH3:52].[cH:28]1[cH:29][c:30]2[cH:31][cH:32][c:33]3[c:34]([c:35]2[n:36][cH:37]1)[n:38][cH:39][cH:40][cH:41]3.[nH:23]1[n:24][cH:25][cH:26][cH:27]1>>[CH3:1][O:2][CH2:3][CH:4]([CH3:5])[NH:6][C:7](=[O:8])[c:9]1[cH:10][c:11](-[c:16]2[cH:17][cH:18][c:19]([CH3:22])[cH:20][cH:21]2)[cH:12][c:13](-[n:23]2[n:24][cH:25][cH:26][cH:27]2)[cH:14]1.